Dataset: the Open Reaction Database (ORD), a public repository of structured organic reaction records. Task: describe an organic reaction: reactants, conditions, products, and yield Starting materials: O=C([O-])[O-], CO, COC(=O)C(CCN1C(=O)c2ccccc2C1=O)Oc1c(Br)cc(-c2ccc(-c3c(Cc4ccccc4)sc4ccccc34)cc2)cc1Br, Cl, [K+], [K+], O. The product is COC(=O)C(CCNC(=O)c1ccccc1C(=O)O)Oc1c(Br)cc(-c2ccc(-c3c(Cc4ccccc4)sc4ccccc34)cc2)cc1Br. RXN SMILES: [C:1]([O-:2])([O-:3])=[O:4].[CH3:56][OH:57].[CH3:7][O:8][C:9]([CH:10]([CH2:11][CH2:12][N:13]1[C:14](=[O:23])[c:15]2[cH:16][cH:17][cH:18][cH:19][c:20]2[C:21]1=[O:22])[O:24][c:25]1[c:26]([Br:54])[cH:27][c:28](-[c:32]2[cH:33][cH:34][c:35](-[c:38]3[c:39]4[c:40]([s:41][c:42]3[CH2:43][c:44]3[cH:45][cH:46][cH:47][cH:48][cH:49]3)[cH:50][cH:51][cH:52][cH:53]4)[cH:36][cH:37]2)[cH:29][c:30]1[Br:31])=[O:55].[ClH:58].[K+:5].[K+:6].[OH2:59]>>[C:1]([OH:3])(=[O:4])[c:20]1[c:15]([C:14]([NH:13][CH2:12][CH2:11][CH:10]([C:9]([O:8][CH3:7])=[O:55])[O:24][c:25]2[c:26]([Br:54])[cH:27][c:28](-[c:32]3[cH:33][cH:34][c:35](-[c:38]4[c:39]5[c:40]([s:41][c:42]4[CH2:43][c:44]4[cH:45][cH:46][cH:47][cH:48][cH:49]4)[cH:50][cH:51][cH:52][cH:53]5)[cH:36][cH:37]3)[cH:29][c:30]2[Br:31])=[O:23])[cH:16][cH:17][cH:18][cH:19]1. Starting materials: C1C(C2=CC=CC=C2)O1 (styrene oxide), N1C=CC=2C(=CC=CC12)C(=O)OC (methyl indole-4-carboxylate). The product is OC(CN1C=CC=2C(=CC=CC12)C(=O)O)C1=CC=CC=C1 (1-(2-hydroxy-2-phenylethyl) indole-4-carboxylic acid). Yield: 56.9%. As a reaction SMILES: [CH2:1]1[O:9][CH:2]1[C:3]1[CH:8]=[CH:7][CH:6]=[CH:5][CH:4]=1.[NH:10]1[C:18]2[CH:17]=[CH:16][CH:15]=[C:14]([C:19]([O:21]C)=[O:20])[C:13]=2[CH:12]=[CH:11]1>>[OH:9][CH:2]([C:3]1[CH:4]=[CH:5][CH:6]=[CH:7][CH:8]=1)[CH2:1][N:10]1[C:18]2[CH:17]=[CH:16][CH:15]=[C:14]([C:19]([OH:21])=[O:20])[C:13]=2[CH:12]=[CH:11]1. Reported procedure: The same procedures used in Example 1 were repeated except for using 4.53 g of styrene oxide and 6.00 g of methyl indole-4-carboxylate as a starting material to give 5.48 g of 1-(2-hydroxy-2-phenylethyl) indole-4-carboxylic acid as a yellow amorphous substance. The yield thereof was found to be 57%. RXN SMILES: [CH2:1]([N:2]1[CH2:3][CH2:4][N:5]([c:6]2[cH:7][c:8]([F:9])[c:10]([NH2:11])[c:12]([F:13])[cH:14]2)[CH2:15][CH2:16]1)[CH3:17].[CH3:18][O:19][c:20]1[cH:21][cH:22][c:23]([CH2:24][N:25]([CH2:26][c:27]2[cH:28][cH:29][c:30]([O:31][CH3:32])[cH:33][cH:34]2)[c:35]2[n:36][cH:37][c:38](-[c:39]3[c:40]4[c:44]([n:45][c:46]([N:47]5[CH2:48][CH2:49][O:50][CH2:51][CH2:52]5)[n:53]3)[NH:43][CH2:42][CH2:41]4)[cH:54][n:55]2)[cH:56][cH:57]1.[O:58]1[CH2:59][CH2:60][N:61]([CH2:64][CH2:65][NH:66][c:67]2[cH:68][cH:69][c:70]([NH:73][C:74](=[O:75])[N:76]3[CH2:77][CH2:78][c:79]4[c:80]3[n:81][c:82]([N:110]3[CH2:111][CH2:112][O:113][CH2:114][CH2:115]3)[n:83][c:84]4-[c:85]3[cH:86][n:87][c:88]([N:91]([CH2:92][c:93]4[cH:94][cH:95][c:96]([O:97][CH3:98])[cH:99][cH:100]4)[CH2:101][c:102]4[cH:103][cH:104][c:105]([O:106][CH3:107])[cH:108][cH:109]4)[n:89][cH:90]3)[cH:71][cH:72]2)[CH2:62][CH2:63]1>>[O:58]1[CH2:59][CH2:60][N:61]([CH2:64][CH2:65][NH:66][c:67]2[cH:68][cH:69][c:70]([NH:73][C:74](=[O:75])[N:76]3[CH2:77][CH2:78][c:79]4[c:80]3[n:81][c:82]([N:110]3[CH2:111][CH2:112][O:113][CH2:114][CH2:115]3)[n:83][c:84]4-[c:85]3[cH:86][n:87][c:88]([NH2:91])[n:89][cH:90]3)[cH:71][cH:72]2)[CH2:62][CH2:63]1. Reactants: CCN1CCN(c2cc(F)c(N)c(F)c2)CC1, COc1ccc(CN(Cc2ccc(OC)cc2)c2ncc(-c3nc(N4CCOCC4)nc4c3CCN4)cn2)cc1, COc1ccc(CN(Cc2ccc(OC)cc2)c2ncc(-c3nc(N4CCOCC4)nc4c3CCN4C(=O)Nc3ccc(NCCN4CCOCC4)cc3)cn2)cc1. The product is Nc1ncc(-c2nc(N3CCOCC3)nc3c2CCN3C(=O)Nc2ccc(NCCN3CCOCC3)cc2)cn1.